This data is from the Open Reaction Database (ORD), a public repository of structured organic reaction records. The task is: describe an organic reaction: reactants, conditions, products, and yield Reactants: ClC1=C2C(=NC(=C1)N1CCN(CC1)C(=O)OC(C)(C)C)CCC2 (tert-butyl 4-(4-chloro-6,7-dihydro-5H-cyclopenta[b]pyridin-2-yl)piperazine-1-carboxylate), NC1=CC=C(C=C1)CCO (2-(4-aminophenyl)ethanol). Yields the product OCCC1=CC=C(C=C1)NC1=C2C(=NC(=C1)N1CCN(CC1)C(=O)OC(C)(C)C)CCC2 (tert-butyl 4-(4-((4-(2-hydroxyethyl)phenyl)amino)-6,7-dihydro-5H-cyclopenta[b]pyridin-2-yl)piperazine-1-carboxylate). The yield is 39.5%. RXN SMILES: Cl[C:2]1[CH:7]=[C:6]([N:8]2[CH2:13][CH2:12][N:11]([C:14]([O:16][C:17]([CH3:20])([CH3:19])[CH3:18])=[O:15])[CH2:10][CH2:9]2)[N:5]=[C:4]2[CH2:21][CH2:22][CH2:23][C:3]=12.[NH2:24][C:25]1[CH:30]=[CH:29][C:28]([CH2:31][CH2:32][OH:33])=[CH:27][CH:26]=1>>[OH:33][CH2:32][CH2:31][C:28]1[CH:29]=[CH:30][C:25]([NH:24][C:2]2[CH:7]=[C:6]([N:8]3[CH2:13][CH2:12][N:11]([C:14]([O:16][C:17]([CH3:20])([CH3:19])[CH3:18])=[O:15])[CH2:10][CH2:9]3)[N:5]=[C:4]3[CH2:21][CH2:22][CH2:23][C:3]=23)=[CH:26][CH:27]=1. Reported procedure: Following general procedure B1, tert-butyl 4-(4-chloro-6,7-dihydro-5H-cyclopenta[b]pyridin-2-yl)piperazine-1-carboxylate (0.050 g, 0.15 mmol) was reacted with 2-(4-aminophenyl)ethanol (0.030 g, 0.22 mmol) to afford the title compound (0.026 g, 40%) as an orange oil. MW=438.56. APCI MS m/z 439 [M+H]+. Starting materials: NC1=NC=C(C#N)C(=C1)F (6-amino-4-fluoronicotinonitrile), O1C[C@H](CC1)O ((S)-tetrahydrofuran-3-ol), intermediate 47. Product: NC1=NC=C(C#N)C(=C1)O[C@@H]1COCC1 ((S)-6-amino-4-((tetrahydrofuran-3-yl)oxy)nicotinonitrile). As a reaction SMILES: [NH2:1][C:2]1[CH:9]=[C:8](F)[C:5]([C:6]#[N:7])=[CH:4][N:3]=1.[O:11]1[CH2:15][CH2:14][C@H:13]([OH:16])[CH2:12]1>>[NH2:1][C:2]1[CH:9]=[C:8]([O:16][C@H:13]2[CH2:14][CH2:15][O:11][CH2:12]2)[C:5]([C:6]#[N:7])=[CH:4][N:3]=1. Reported procedure: From intermediate 21 and (S)-tetrahydrofuran-3-ol, reacted in an analogous manner to the preparation of intermediate 47. (UPLC-MS 3) tR 0.48 min; ESI-MS 206.1 [M+H]+. The reactants are CCC1C=C(C)CC(C)CC(OC)C2OC(O)(C(=O)C(=O)N3CCCCC3C(=O)OC(C(C)=CC3CCC(OCC=Cc4ccccc4)C(OC)C3)C(C)CCC1=O)C(C)CC2OC, [H][H], [Rh]. The product is CCC1C=C(C)CC(C)CC(OC)C2OC(O)(C(=O)C(=O)N3CCCCC3C(=O)OC(C(C)=CC3CCC(OCCCc4ccccc4)C(OC)C3)C(C)CCC1=O)C(C)CC2OC. As a reaction SMILES: [CH2:1]([CH3:2])[CH:3]1[C:4](=[O:64])[CH2:5][CH2:6][CH:7]([CH3:63])[CH:8]([C:42](=[CH:43][CH:44]2[CH2:45][CH:46]([O:60][CH3:61])[CH:47]([O:50][CH2:51][CH:52]=[CH:53][c:54]3[cH:55][cH:56][cH:57][cH:58][cH:59]3)[CH2:48][CH2:49]2)[CH3:62])[O:9][C:10](=[O:41])[CH:11]2[CH2:12][CH2:13][CH2:14][CH2:15][N:16]2[C:17](=[O:40])[C:18](=[O:39])[C:19]2([OH:38])[CH:20]([CH3:37])[CH2:21][CH:22]([O:35][CH3:36])[CH:23]([CH:24]([O:32][CH3:33])[CH2:25][CH:26]([CH3:31])[CH2:27][C:28]([CH3:30])=[CH:29]1)[O:34]2.[H:65][H:66].[Rh:67]>>[CH2:1]([CH3:2])[CH:3]1[C:4](=[O:64])[CH2:5][CH2:6][CH:7]([CH3:63])[CH:8]([C:42](=[CH:43][CH:44]2[CH2:45][CH:46]([O:60][CH3:61])[CH:47]([O:50][CH2:51][CH2:52][CH2:53][c:54]3[cH:55][cH:56][cH:57][cH:58][cH:59]3)[CH2:48][CH2:49]2)[CH3:62])[O:9][C:10](=[O:41])[CH:11]2[CH2:12][CH2:13][CH2:14][CH2:15][N:16]2[C:17](=[O:40])[C:18](=[O:39])[C:19]2([OH:38])[CH:20]([CH3:37])[CH2:21][CH:22]([O:35][CH3:36])[CH:23]([CH:24]([O:32][CH3:33])[CH2:25][CH:26]([CH3:31])[CH2:27][C:28]([CH3:30])=[CH:29]1)[O:34]2.